describe an organic reaction: reactants, conditions, products, and yield From a dataset of the Open Reaction Database (ORD), a public repository of structured organic reaction records. Reactants: ClC1=C(C(=O)O)C=CC(=N1)Cl (2,6-dichloronicotinic acid), N,N′-carbonyldiimidazole, C1CCOC1 (THF), NCC=1C=NC=CC1 (3-aminomethylpyridine), CCN(C(C)C)C(C)C (DIEA). The solvent is CCOC(=O)C (EtOAc). Run at temperature 60 celsius, time 30 minute. Product: ClC1=C(C(=O)NCC=2C=NC=CC2)C=CC(=N1)Cl (2,6-dichloro-N-(pyridin-3-ylmethyl)nicotinamide). Yield: 72.7%. Reaction SMILES: [Cl:1][C:2]1[N:10]=[C:9]([Cl:11])[CH:8]=[CH:7][C:3]=1[C:4]([OH:6])=O.C1COCC1.[NH2:17][CH2:18][C:19]1[CH:20]=[N:21][CH:22]=[CH:23][CH:24]=1.CCN(C(C)C)C(C)C>CCOC(C)=O>[Cl:1][C:2]1[N:10]=[C:9]([Cl:11])[CH:8]=[CH:7][C:3]=1[C:4]([NH:17][CH2:18][C:19]1[CH:20]=[N:21][CH:22]=[CH:23][CH:24]=1)=[O:6]. Procedure details: A mixture of 2,6-dichloronicotinic acid (19.2 g, 0.1 mol), N,N′-carbonyldiimidazole (CDI, 17.8 g, 0.11 mmol) and THF (1 L) was stirred at 60° C. for 30 min and cooled to room temperature. To the mixture was added 3-aminomethylpyridine (10.2 mL, 0.1 mol) and DIEA (21 mL, 0.12 mol). The reaction mixture was stirred at room temperature for 4 hrs, and diluted with EtOAc. The organic layer was washed with H2O, brine, dried over Na2SO4. Concentration of the organic solution gave 2,6-dichloro-N-(pyridi... Product: OCc1ccc(Cl)nc1Cl. As a reaction SMILES: [Al+3:2].[CH3:18][OH:19].[Cl:7][c:8]1[c:9]([C:10](=[O:11])[OH:12])[cH:13][cH:14][c:15]([Cl:17])[n:16]1.[H-:1].[H-:4].[H-:5].[H-:6].[Li+:3].[O:20]1[CH2:21][CH2:22][CH2:23][CH2:24]1>>[Cl:7][c:8]1[c:9]([CH2:10][OH:11])[cH:13][cH:14][c:15]([Cl:17])[n:16]1. The reactants are [Al+3], CO, O=C(O)c1ccc(Cl)nc1Cl, [H-], [H-], [H-], [H-], [Li+], C1CCOC1. Reactants: CCOCC (Ether), three, [Cl-].[NH4+] (ammonium chloride), C(=C)[Mg]Br (Vinyl magnesium bromide), Cl[Si]1(CC=CC1)Cl (1,1-Dichloro-1-silacyclopent-3-ene). Run in C1CCOC1 (THF), C1CCOC1 (THF). Reaction conditions: temperature 0 celsius. Product: C(=C)[Si]1(CC=CC1)C=C (1,1-Divinyl-1-Silacyclopent-3-ene). Yield: 95.0%. As a reaction SMILES: [CH:1]([Mg]Br)=[CH2:2].Cl[Si:6]1(Cl)[CH2:10][CH:9]=[CH:8][CH2:7]1.[Cl-].[NH4+].[CH3:14][CH2:15]OCC>C1COCC1>[CH:14]([Si:6]1([CH:1]=[CH2:2])[CH2:10][CH:9]=[CH:8][CH2:7]1)=[CH2:15] |f:2.3|. Procedure details: In a 1 L three neck flask equipped with a Teflon covered magnetic stirring bar, reflux condenser and a pressure equalizing addition funnel. Vinyl magnesium bromide (0.5 mol) in THF 350 mL was placed in the reaction flask. The flask and its contents were cooled to 0° C. in an ice water bath. 1,1-Dichloro-1-silacyclopent-3-ene (Damrauer, R.; Simon, R.; Laporterie, A.; Manuel, G.; Park, Y. T.; Weber, W. P. J. Organomet. Chem., 1990, 391, 7) (11 g, 72 mmol) dissolved in 20 mL of THF was placed in th...